From a dataset of the Open Reaction Database (ORD), a public repository of structured organic reaction records. describe an organic reaction: reactants, conditions, products, and yield Starting materials: O=C([O-])[O-], COc1cc(OC)nc(C(Br)c2ccccc2C2=NC(C)(C)CO2)n1, CS(C)=O, [Na+], [Na+], O. Yields the product COc1cc(OC)nc(C(=O)c2ccccc2C2=NC(C)(C)CO2)n1. As a reaction SMILES: [C:26]([O-:27])(=[O:28])[O-:29].[CH3:1][C:2]1([CH3:25])[N:3]=[C:4]([c:7]2[c:8]([CH:9]([Br:10])[c:11]3[n:12][c:13]([O:19][CH3:20])[cH:14][c:15]([O:17][CH3:18])[n:16]3)[cH:21][cH:22][cH:23][cH:24]2)[O:5][CH2:6]1.[CH3:33][S:34]([CH3:35])=[O:36].[Na+:30].[Na+:31].[OH2:32]>>[CH3:1][C:2]1([CH3:25])[N:3]=[C:4]([c:7]2[c:8]([C:9]([c:11]3[n:12][c:13]([O:19][CH3:20])[cH:14][c:15]([O:17][CH3:18])[n:16]3)=[O:27])[cH:21][cH:22][cH:23][cH:24]2)[O:5][CH2:6]1. The reactants are C(C)(C)[C@@H]1CC([C@]2(C)[C@@H]1[C@@H]1CCC=3C=C(C=CC3[C@H]1CC2)OC)=O (15β-Isopropyl-3-methoxyestra-1,3,5 (10)-trien-17-one), C(C)(C)[N-]C(C)C.[Li+] (lithium diisopropylamide), [Cl-].[NH4+] (ammonium chloride), Cl[Si](C)(C)C (chlorotrimethylsilane). The reagents and catalysts are C(C)(=O)[O-].[Pd+2].C(C)(=O)[O-] (Palladium(II) acetate). Run in C(C)#N (acetonitrile), C(C)(=O)OCC (ethyl acetate), O1CCCC1 (tetrahydrofuran). Reaction conditions: temperature 0 celsius. The product is C(C)(C)C1=CC([C@]2(C)[C@@H]1[C@@H]1CCC=3C=C(C=CC3[C@H]1CC2)OC)=O (15-Isopropyl-3-methoxyestra-1,3,5(10),15-tetraen-17-one). Yield: 81.9%. RXN SMILES: [CH:1]([C@H:4]1[C@H:9]2[C@H:10]3[C@H:19]([CH2:20][CH2:21][C@:7]2([CH3:8])[C:6](=[O:24])[CH2:5]1)[C:18]1[CH:17]=[CH:16][C:15]([O:22][CH3:23])=[CH:14][C:13]=1[CH2:12][CH2:11]3)([CH3:3])[CH3:2].C([N-]C(C)C)(C)C.[Li+].Cl[Si](C)(C)C.[Cl-].[NH4+]>O1CCCC1.C(#N)C.C([O-])(=O)C.[Pd+2].C([O-])(=O)C.C(OCC)(=O)C>[CH:1]([C:4]1[C@H:9]2[C@H:10]3[C@H:19]([CH2:20][CH2:21][C@:7]2([CH3:8])[C:6](=[O:24])[CH:5]=1)[C:18]1[CH:17]=[CH:16][C:15]([O:22][CH3:23])=[CH:14][C:13]=1[CH2:12][CH2:11]3)([CH3:3])[CH3:2] |f:1.2,4.5,8.9.10|. Reported procedure: A solution of the 15β-isopropyl ketone (9) (210 mg; 0.64 mmol) in dry tetrahydrofuran (10 ml) was added to a solution of lithium diisopropylamide (3.2 mmol) [prepared at 0° C. from diisopropylamine (0.9 ml; 6.35 mmol) in tetrahydrofuran (2 ml) and butyl lithium (1.9 ml; 3.04 mmol)] at -78° C. After 30 min. at this temperature, chlorotrimethylsilane (1 ml; 7.88 mmol) was added. The mixture was allowed to warm to 0° C. over 20 min. Saturated aqueous ammonium chloride was added and the residue upon... Starting materials: Cl[Si]1(CCC1)C1=CC=CC=C1 (1-chloro-1-phenyl-1-silacyclobutane), [H-].[Al+3].[Li+].[H-].[H-].[H-] (lithium aluminum hydride). Run in C(C)OCC (ethyl ether). Yields the product C1(=CC=CC=C1)[SiH]1CCC1 (1-phenyl-1-silacyclobutane). As a reaction SMILES: Cl[Si:2]1([C:6]2[CH:11]=[CH:10][CH:9]=[CH:8][CH:7]=2)[CH2:5][CH2:4][CH2:3]1.[H-].[Al+3].[Li+].[H-].[H-].[H-]>C(OCC)C>[C:6]1([SiH:2]2[CH2:5][CH2:4][CH2:3]2)[CH:11]=[CH:10][CH:9]=[CH:8][CH:7]=1 |f:1.2.3.4.5.6|. Procedure details: The 1-chloro-1-phenyl-1-silacyclobutane was reacted with lithium aluminum hydride in ethyl ether to obtain 1-phenyl-1-silacyclobutane. The 1-chloro-1-phenyl-1-silacyclobutane (8.4 g, 46 mmole) in 10 ml diethyl ether was added dropwise to 0.87 g 23 mmole of lithium aluminum hydride in 10 ml diethyl ether at ±5° C. The reaction mixture warmed gradually to room temperature. The mixture was stirred over 12 hours. The mixture was hydrolyzed with 3N hydrochloric acid. After separation, the water layer... The reactants are OC=1C=CC(=C(C(=O)O)C1)[N+](=O)[O-] (5-Hydroxy-2-nitrobenzoic acid), B(F)(F)F.CCOCC (BF3 ether), CCOCC (ether). Run in CO (methanol). Yields the product OC=1C=CC(=C(C(=O)OC)C1)[N+](=O)[O-] (Methyl 5-hydroxy-2-nitrobenzoate). As a reaction SMILES: [OH:1][C:2]1[CH:3]=[CH:4][C:5]([N+:11]([O-:13])=[O:12])=[C:6]([CH:10]=1)[C:7]([OH:9])=[O:8].B(F)(F)F.[CH3:18]COCC.CCOCC>CO>[OH:1][C:2]1[CH:3]=[CH:4][C:5]([N+:11]([O-:13])=[O:12])=[C:6]([CH:10]=1)[C:7]([O:9][CH3:18])=[O:8] |f:1.2|. Procedure details: 5-Hydroxy-2-nitrobenzoic acid (47 g) in 750 ml methanol was treated with 160 ml BF3 -ether, ether distilled off until pot temperature reached 60°, and refluxed overnight. The procedure was repeated with 100 ml BF3 -ether. The mixture was poured into 3 volumes of water, extracted with ethyl acetate, the ethyl acetate washed with water, KHCO3 solution, water, dried and concentrated to give 48.4 g product. Product: O=C(Nc1ccc(N2CC3CCC3C2)nc1)c1cc2cc(F)ccc2n1Cc1cccc(F)c1. As a reaction SMILES: [CH3:39][N:40]1[CH2:41][CH2:42][CH2:43][C:44]1=[O:45].[CH:29]12[CH2:30][NH:31][CH2:32][CH:33]1[CH2:34][CH2:35]2.[Cl:1][c:2]1[cH:3][cH:4][c:5]([NH:8][C:9](=[O:10])[c:11]2[n:12]([CH2:21][c:22]3[cH:23][c:24]([F:28])[cH:25][cH:26][cH:27]3)[c:13]3[cH:14][cH:15][c:16]([F:20])[cH:17][c:18]3[cH:19]2)[cH:6][n:7]1.[K+:37].[OH-:36].[OH2:38]>>[c:2]1([N:31]2[CH2:30][CH:29]3[CH:33]([CH2:32]2)[CH2:34][CH2:35]3)[cH:3][cH:4][c:5]([NH:8][C:9](=[O:10])[c:11]2[n:12]([CH2:21][c:22]3[cH:23][c:24]([F:28])[cH:25][cH:26][cH:27]3)[c:13]3[cH:14][cH:15][c:16]([F:20])[cH:17][c:18]3[cH:19]2)[cH:6][n:7]1. The reactants are CN1CCCC1=O, C1CC2CNCC12, O=C(Nc1ccc(Cl)nc1)c1cc2cc(F)ccc2n1Cc1cccc(F)c1, [K+], [OH-], O. RXN SMILES: [C:1]([NH2:2])(=[O:3])[c:4]1[cH:5][c:6]([CH2:12][C:13](=[O:14])[O:15][CH2:16][CH3:17])[c:7]([N+:9]([O-:10])=[O:11])[s:8]1.[Fe+2:37].[Fe:24].[O:18]1[CH2:19][CH2:20][O:21][CH2:22][CH2:23]1.[OH2:25].[OH2:26].[OH2:27].[OH2:28].[OH2:29].[OH2:30].[OH2:31].[S:32]([O-:33])([O-:34])(=[O:35])=[O:36]>>[C:1]([NH2:2])(=[O:3])[c:4]1[cH:5][c:6]([CH2:12][C:13](=[O:14])[O:15][CH2:16][CH3:17])[c:7]([NH2:9])[s:8]1. The reactants are CCOC(=O)Cc1cc(C(N)=O)sc1[N+](=O)[O-], [Fe+2], [Fe], C1COCCO1, O, O, O, O, O, O, O, O=S(=O)([O-])[O-]. Product: CCOC(=O)Cc1cc(C(N)=O)sc1N. Reactants: BrC1=C(C=C(N)C=C1I)Cl (4-bromo-3-chloro-5-iodoaniline), C1(=CC=CC=C1)O (phenol), I (hydroiodic acid), [H][H] (hydrogen). Reagents/catalysts: ruthenium-on-charcoal. Yields the product ClC=1C=C(N)C=C(C1)I (3-chloro-5-iodo-aniline). The yield is 90.0%. Reaction SMILES: Br[C:2]1[C:8]([I:9])=[CH:7][C:5]([NH2:6])=[CH:4][C:3]=1[Cl:10].C1(O)C=CC=CC=1.I.[H][H]>>[Cl:10][C:3]1[CH:4]=[C:5]([CH:7]=[C:8]([I:9])[CH:2]=1)[NH2:6]. Reported procedure: 55.5 parts of 4-bromo-3-chloro-5-iodoaniline, 250 parts of phenol, 8 parts of hydroiodic acid (57% strength) and 15 parts of ruthenium-on-charcoal catalyst (5% strength) are reacted with hydrogen under a pressure of 23 to 47 bars and at 145° C., during the course of 2 hours, whilst stirring. After the usual working up, 38 parts of 3-chloro-5-iodo-aniline are obtained. Yield: 90% of theory. Reactants: C(C)OC(=O)C1=CNC2=C1N=CN=C2Cl (4-chloro-5H-pyrrolo[3,2-d]pyrimidine-7-carboxylic Acid Ethyl Ester), O[Li].O (LiOH.H2O). The solvent is C1CCOC1 (THF), O (H2O). Run at temperature 100 celsius, time 1 day. Product: ClC=1C2=C(N=CN1)C(=CN2)C(=O)O (4-chloro-5H-pyrrolo[3,2-d]pyrimidine-7-carboxylic Acid). RXN SMILES: C([O:3][C:4]([C:6]1[C:10]2[N:11]=[CH:12][N:13]=[C:14]([Cl:15])[C:9]=2[NH:8][CH:7]=1)=[O:5])C.O[Li].O>C1COCC1.O>[Cl:15][C:14]1[C:9]2[NH:8][CH:7]=[C:6]([C:4]([OH:5])=[O:3])[C:10]=2[N:11]=[CH:12][N:13]=1 |f:1.2|. Reported procedure: To a solution of 7-chloro-4,6-diazaindole 5 (4.0 g, 18 mmol) in THF (90 mL) was added a solution of LiOH.H2O (2.5 g, 59 mmol) in H2O (60 mL). The reaction mixture was stirred at 100° C. for 1 d, concentrated and recrystallized from H2O (20 mL). The crystals were collected by filtration, washed with H2O and dried under high vacuum. The off-white solid was shown to be the lithium salt of the diazaindole carboxylic acid 6 (quantitative), which was used without further purification. 1H NMR: (500 MHz... Starting materials: CCI, COC(=O)c1cccc(Nc2nc(Cl)nc3[nH]cnc23)c1, CCOC(C)=O, [K+], [K+], O=C([O-])[O-], CN(C)C=O, O. Product: CCn1cnc2c(Nc3cccc(C(=O)OC)c3)nc(Cl)nc21. RXN SMILES: [CH2:33]([CH3:34])[I:35].[CH3:1][O:2][C:3]([c:4]1[cH:5][c:6]([NH:10][c:11]2[c:12]3[n:13][cH:14][nH:15][c:16]3[n:17][c:18]([Cl:20])[n:19]2)[cH:7][cH:8][cH:9]1)=[O:21].[CH3:37][CH2:38][O:39][C:40]([CH3:41])=[O:42].[K+:22].[K+:23].[O-:24][C:25]([O-:26])=[O:27].[O:28]=[CH:29][N:30]([CH3:31])[CH3:32].[OH2:36]>>[CH3:1][O:2][C:3]([c:4]1[cH:5][c:6]([NH:10][c:11]2[c:12]3[n:13][cH:14][n:15]([CH2:33][CH3:34])[c:16]3[n:17][c:18]([Cl:20])[n:19]2)[cH:7][cH:8][cH:9]1)=[O:21]. Reactants: CCCCn1c(=O)c(NC(=O)Nc2cc(COC3CCCCO3)ccc2C(C)(C)C)c(-c2cccc(OC)c2)c2cccnc21, CO, Cc1ccc(S(=O)(=O)O)cc1. Product: CCCCn1c(=O)c(NC(=O)Nc2cc(CO)ccc2C(C)(C)C)c(-c2cccc(OC)c2)c2cccnc21. As a reaction SMILES: [CH2:1]([CH2:2][CH2:3][CH3:4])[n:5]1[c:6](=[O:45])[c:7]([NH:23][C:24](=[O:25])[NH:26][c:27]2[c:28]([C:41]([CH3:42])([CH3:43])[CH3:44])[cH:29][cH:30][c:31]([CH2:33][O:34][CH:35]3[CH2:36][CH2:37][CH2:38][CH2:39][O:40]3)[cH:32]2)[c:8](-[c:15]2[cH:16][c:17]([O:21][CH3:22])[cH:18][cH:19][cH:20]2)[c:9]2[cH:10][cH:11][cH:12][n:13][c:14]12.[CH3:57][OH:58].[c:46]1([CH3:47])[cH:48][cH:49][c:50]([S:51]([OH:52])(=[O:53])=[O:54])[cH:55][cH:56]1>>[CH2:1]([CH2:2][CH2:3][CH3:4])[n:5]1[c:6](=[O:45])[c:7]([NH:23][C:24](=[O:25])[NH:26][c:27]2[c:28]([C:41]([CH3:42])([CH3:43])[CH3:44])[cH:29][cH:30][c:31]([CH2:33][OH:34])[cH:32]2)[c:8](-[c:15]2[cH:16][c:17]([O:21][CH3:22])[cH:18][cH:19][cH:20]2)[c:9]2[cH:10][cH:11][cH:12][n:13][c:14]12.